Task: describe an organic reaction: reactants, conditions, products, and yield. Dataset: the Open Reaction Database (ORD), a public repository of structured organic reaction records Reactants: Cl.FC=1C=C(CN2N=CC(=C2)C2=CN(C3=NC=C(C=C32)C3=CC=C(C=C3)C3CCNCC3)S(=O)(=O)C3=CC=C(C)C=C3)C=CC1 (3-(1-(3-fluorobenzyl)-1H-pyrazol-4-yl)-5-(4-(piperidin-4-yl)phenyl)-1-tosyl-1H-pyrrolo[2,3-b]pyridine hydrochloride), FC=1C=C(CN2N=CC(=C2)C2=CN(C3=NC=C(C=C32)C=3C=NC(=CC3)N3CCN(CC3)C)S(=O)(=O)C3=CC=C(C)C=C3)C=CC1 (3-(1-(3-fluorobenzyl)-1H-pyrazol-4-yl)-5-(6-(4-methylpiperazin-1-yl)pyridin-3-yl)-1-tosyl-1H-pyrrolo[2,3-b]pyridine), [OH-].[Li+] (lithium hydroxide). The solvent is C1CCOC1.CO.O (THF methanol water). Yields the product FC=1C=C(CN2N=CC(=C2)C2=CNC3=NC=C(C=C32)C=3C=NC(=CC3)N3CCN(CC3)C)C=CC1 (3-(1-(3-fluorobenzyl)-1H-pyrazol-4-yl)-5-(6-(4-methylpiperazin-1-yl)pyridin-3-yl)-1H-pyrrolo[2,3-b]pyridine). The yield is 59.4%. Reaction SMILES: Cl.FC1C=C(C=CC=1)CN1C=C(C2C3C(=NC=C(C4C=CC(C5CCNCC5)=CC=4)C=3)N(S(C3C=CC(C)=CC=3)(=O)=O)C=2)C=N1.[F:46][C:47]1[CH:48]=[C:49]([CH:88]=[CH:89][CH:90]=1)[CH2:50][N:51]1[CH:55]=[C:54]([C:56]2[C:64]3[C:59](=[N:60][CH:61]=[C:62]([C:65]4[CH:66]=[N:67][C:68]([N:71]5[CH2:76][CH2:75][N:74]([CH3:77])[CH2:73][CH2:72]5)=[CH:69][CH:70]=4)[CH:63]=3)[N:58](S(C3C=CC(C)=CC=3)(=O)=O)[CH:57]=2)[CH:53]=[N:52]1.[OH-].[Li+]>C1COCC1.CO.O>[F:46][C:47]1[CH:48]=[C:49]([CH:88]=[CH:89][CH:90]=1)[CH2:50][N:51]1[CH:55]=[C:54]([C:56]2[C:64]3[C:59](=[N:60][CH:61]=[C:62]([C:65]4[CH:66]=[N:67][C:68]([N:71]5[CH2:72][CH2:73][N:74]([CH3:77])[CH2:75][CH2:76]5)=[CH:69][CH:70]=4)[CH:63]=3)[NH:58][CH:57]=2)[CH:53]=[N:52]1 |f:0.1,3.4,5.6.7|. Procedure: Using similar reaction conditions as described in step-iii of example-1, 3-(1-(3-fluorobenzyl)-1H-pyrazol-4-yl)-5-(6-(4-methylpiperazin-1-yl)pyridin-3-yl)-1-tosyl-1H-pyrrolo[2,3-b]pyridine (90 mg, 0.144 mmol) was hydrolyzed with lithium hydroxide (12 mg, 0.289 mmol) in THF/methanol/water (5/2/1 mL) to yield 40 mg (47.6% yield) of the titled compound. 1H NMR (CD3OD, 400 MHz): δ 8.566-8.560 (d, 1H), 8.49-8.45 (m, 2H), 8.24 (s, 1H), 8.09-8.06 (dd, 1H), 7.97 (s, 1H), 7.71 (s, 1H), 7.40-7.38 (q, 1H),... The reactants are N1=CC=C(C=C1)N1CCC(CC1)COC1=CC=C2CCNCC2=C1 (7-[1-(pyridin-4-yl)piperidin-4-ylmethoxy]-1,2,3,4-tetrahydroisoquinoline), C1(=CC=CC=C1)N=C=S (phenyl isothiocyanate). The solvent is C(Cl)Cl (methylene chloride). Reaction conditions: time 1 hour. The product is C1(=CC=CC=C1)NC(=S)N1CC2=CC(=CC=C2CC1)OCC1CCN(CC1)C1=CC=NC=C1 (N-Phenyl-7-[1-(pyridin-4-yl)piperidin-4-ylmethoxy]-1,2,3,4-tetrahydroisoquinoline-2-carbothioamide). Reaction SMILES: [N:1]1[CH:6]=[CH:5][C:4]([N:7]2[CH2:12][CH2:11][CH:10]([CH2:13][O:14][C:15]3[CH:24]=[C:23]4[C:18]([CH2:19][CH2:20][NH:21][CH2:22]4)=[CH:17][CH:16]=3)[CH2:9][CH2:8]2)=[CH:3][CH:2]=1.[C:25]1([N:31]=[C:32]=[S:33])[CH:30]=[CH:29][CH:28]=[CH:27][CH:26]=1>C(Cl)Cl>[C:25]1([NH:31][C:32]([N:21]2[CH2:20][CH2:19][C:18]3[C:23](=[CH:24][C:15]([O:14][CH2:13][CH:10]4[CH2:9][CH2:8][N:7]([C:4]5[CH:5]=[CH:6][N:1]=[CH:2][CH:3]=5)[CH2:12][CH2:11]4)=[CH:16][CH:17]=3)[CH2:22]2)=[S:33])[CH:30]=[CH:29][CH:28]=[CH:27][CH:26]=1. Procedure: To a solution of 7-[1-(pyridin-4-yl)piperidin-4-ylmethoxy]-1,2,3,4-tetrahydroisoquinoline (30 mg) in methylene chloride (0.5 ml) was added phenyl isothiocyanate (0.012 ml), and the mixture was stirred at room temperature for 1 hour. After completion of the reaction, the solvent was evaporated and the obtained residue was purified by silica gel column chromatography (chloroform:methanol=100:1, 1% triethylamine) and dried under reduced pressure to give the title compound (40 mg). Reactants: [Br-], CO, CC(=O)O, O=C1CCC(=O)N1Cl, [K+], CC(C)(C)OC(=O)N1CC(O)(c2ccc([Si](C)(C)C)cc2)C1. Yields the product CC(C)(C)OC(=O)N1CC(O)(c2ccc(Br)cc2)C1. As a reaction SMILES: [Br-:23].[CH3:25][OH:26].[CH3:35][C:36](=[O:37])[OH:38].[Cl:27][N:28]1[C:29](=[O:30])[CH2:31][CH2:32][C:33]1=[O:34].[K+:24].[OH:1][C:2]1([c:13]2[cH:14][cH:15][c:16]([Si:19]([CH3:20])([CH3:21])[CH3:22])[cH:17][cH:18]2)[CH2:3][N:4]([C:6](=[O:7])[O:8][C:9]([CH3:10])([CH3:11])[CH3:12])[CH2:5]1>>[OH:1][C:2]1([c:13]2[cH:14][cH:15][c:16]([Br:23])[cH:17][cH:18]2)[CH2:3][N:4]([C:6](=[O:7])[O:8][C:9]([CH3:10])([CH3:11])[CH3:12])[CH2:5]1. Starting materials: C(C)(C)(C)OC(=O)N[C@@H](CC(C)C)C=O (t-butoxycarbonyl-L-leucinal), C[Si](C=1SC=CN1)(C)C (2-trimethylsilyl thiazole), [F-].C(CCC)[N+](CCCC)(CCCC)CCCC (tetra-n-butylammonium fluoride). Solvent: ClCCl (dichloromethane), ClCCl (dichloromethane), O1CCCC1 (tetrahydrofuran). Reaction conditions: time 48 hour. The product is C(C)(C)(C)OC(=O)N[C@H]([C@H](O)C=1SC=CN1)CC(C)C ((S)2-(t-butoxycarbonyl)amino-4-methyl-(S)1-(2-thiazolyl)pentan-1-ol). The yield is 4.6%. As a reaction SMILES: [C:1]([O:5][C:6]([NH:8][C@H:9]([CH:14]=[O:15])[CH2:10][CH:11]([CH3:13])[CH3:12])=[O:7])([CH3:4])([CH3:3])[CH3:2].C[Si](C)(C)[C:18]1[S:19][CH:20]=[CH:21][N:22]=1.[F-].C([N+](CCCC)(CCCC)CCCC)CCC>ClCCl.O1CCCC1>[C:1]([O:5][C:6]([NH:8][C@@H:9]([CH2:10][CH:11]([CH3:12])[CH3:13])[C@@H:14]([C:18]1[S:19][CH:20]=[CH:21][N:22]=1)[OH:15])=[O:7])([CH3:3])([CH3:4])[CH3:2] |f:2.3|. Procedure: To a solution of 10.8 g of t-butoxycarbonyl-L-leucinal in 40 of dichloromethane was added 9.4 g of 2-trimethylsilyl thiazole in 10 ml of dichloromethane. The reaction was allowed to stand for 48 hours, then was cooled in an ice bath and treated cautiously with 30 ml of 1M tetra-n-butylammonium fluoride in tetrahydrofuran. This mixture was refluxed for 1.5 hours and then concentrated to an oil. The oil was dissolved in 100 ml of ethyl acetate, washed with 50 ml each of 2N citric acid, 1M sodium b...